This data is from the Open Reaction Database (ORD), a public repository of structured organic reaction records. The task is: describe an organic reaction: reactants, conditions, products, and yield Starting materials: ClC=1C(=C(CO)C=C(C1)Cl)O (3,5-Dichloro-2-hydroxybenzyl alcohol), C=CC1=CC=CC=C1 (styrene). Product: ClC=1C=C2CCC(OC2=C(C1)Cl)C1=CC=CC=C1 (6,8-dichloroflavan). RXN SMILES: [Cl:1][C:2]1[C:3]([OH:11])=[C:4]([CH:7]=[C:8]([Cl:10])[CH:9]=1)[CH2:5]O.[CH2:12]=[CH:13][C:14]1[CH:19]=[CH:18][CH:17]=[CH:16][CH:15]=1>>[Cl:10][C:8]1[CH:7]=[C:4]2[C:3](=[C:2]([Cl:1])[CH:9]=1)[O:11][CH:13]([C:14]1[CH:19]=[CH:18][CH:17]=[CH:16][CH:15]=1)[CH2:12][CH2:5]2. Procedure details: 3,5-Dichloro-2-hydroxybenzyl alcohol (4.0 g) and styrene (2.19 g) were heated together at 190° C. for 3 hr. The required 6,8-dichloroflavan was obtained on chromatography of the crude reaction mixture on alumina, eluting with toluene-petroleum ether (b.p. 60°-80° C.) 1:1, and recrystallised from petroleum ether (b.p. 60°-80° C.) to yield 2.60 g, m.p. 74°-76° C. Starting materials: 30, O1C(=CC=C1)CO (2-furanmethanol), C=O (formaldehyde), Br.Br.FC1=CC=C(C=C1)CN1C(=NC2=C1C=CC=C2)NC2CCNCC2 (1-[(4-fluorophenyl)-methyl]-N-(4-piperidinyl)-1H-benzimidazol-2-amine dihydrobromide). The solvent is O (water). Run at temperature 3 celsius, time 3 day. The product is FC1=CC=C(C=C1)CN1C(=NC2=C1C=CC=C2)N ((4-fluorophenylmethyl]-1H-benzimidazol-2-amine), FC1=CC=C(C=C1)CN1C(=NC2=C1C=CC=C2)NC2CCN(CC2)CC2=CC=C(O2)CO (5-[[4-[[1-[(4-fluorophenyl)methyl]-1H-benzimdazol-2-yl]amino]-1-piperidinyl]methyl]-2-furanmethanol). Isolated yield 44.0%. RXN SMILES: [O:1]1[CH:5]=[CH:4][CH:3]=[C:2]1[CH2:6][OH:7].[CH2:8]=O.Br.Br.[F:12][C:13]1[CH:18]=[CH:17][C:16]([CH2:19][N:20]2[C:24]3[CH:25]=[CH:26][CH:27]=[CH:28][C:23]=3[N:22]=[C:21]2[NH:29][CH:30]2[CH2:35][CH2:34][NH:33][CH2:32][CH2:31]2)=[CH:15][CH:14]=1>O>[F:12][C:13]1[CH:14]=[CH:15][C:16]([CH2:19][N:20]2[C:24]3[CH:25]=[CH:26][CH:27]=[CH:28][C:23]=3[N:22]=[C:21]2[NH2:29])=[CH:17][CH:18]=1.[F:12][C:13]1[CH:18]=[CH:17][C:16]([CH2:19][N:20]2[C:24]3[CH:25]=[CH:26][CH:27]=[CH:28][C:23]=3[N:22]=[C:21]2[NH:29][CH:30]2[CH2:31][CH2:32][N:33]([CH2:8][C:5]3[O:1][C:2]([CH2:6][OH:7])=[CH:3][CH:4]=3)[CH2:34][CH2:35]2)=[CH:15][CH:14]=1 |f:2.3.4|. Procedure details: A mixture of 30 parts of 2-furanmethanol, 300 parts of a formaldehyde solution 4% in water and 145 parts of 1-[(4-fluorophenyl)-methyl]-N-(4-piperidinyl)-1H-benzimidazol-2-amine dihydrobromide was stirred at 3° C. The mixture was allowed to reach slowly room temperature and stirring was continued for 3 days at room temperature. The reaction mixture was alkalized and extracted with dichloromethane. The extract was dried, filtered and evaporated. The residue was purified by column chromatography o... Reactants: CC1(C)OB(c2ccc(O)cc2)OC1(C)C, COCCOC, N#Cc1ccc(N(CCO)CC(F)(F)F)cc1C(F)(F)F. The product is CC1(C)OB(c2ccc(OCCN(CC(F)(F)F)c3ccc(C#N)c(C(F)(F)F)c3)cc2)OC1(C)C. RXN SMILES: [CH3:22][C:23]1([CH3:37])[O:24][B:25]([c:30]2[cH:31][cH:32][c:33]([OH:36])[cH:34][cH:35]2)[O:26][C:27]1([CH3:28])[CH3:29].[CH3:38][O:39][CH2:40][CH2:41][O:42][CH3:43].[OH:1][CH2:2][CH2:3][N:4]([c:5]1[cH:6][c:7]([C:13]([F:14])([F:15])[F:16])[c:8]([C:9]#[N:10])[cH:11][cH:12]1)[CH2:17][C:18]([F:19])([F:20])[F:21]>>[O:1]([CH2:2][CH2:3][N:4]([c:5]1[cH:6][c:7]([C:13]([F:14])([F:15])[F:16])[c:8]([C:9]#[N:10])[cH:11][cH:12]1)[CH2:17][C:18]([F:19])([F:20])[F:21])[c:33]1[cH:32][cH:31][c:30]([B:25]2[O:24][C:23]([CH3:22])([CH3:37])[C:27]([CH3:28])([CH3:29])[O:26]2)[cH:35][cH:34]1. Reactants: COCCCn1c(C2CCCN(C(=O)OC(C)(C)C)C2)nc2ccc(C(=O)OC)cc21, ClCCl, O=C(O)C(F)(F)F. Yields the product COCCCn1c(C2CCCNC2)nc2ccc(C(=O)OC)cc21. RXN SMILES: [C:1]([O:2][C:3](=[O:4])[N:8]1[CH2:9][CH:10]([c:14]2[n:15][c:16]3[c:17]([n:18]2[CH2:19][CH2:20][CH2:21][O:22][CH3:23])[cH:24][c:25]([C:28](=[O:29])[O:30][CH3:31])[cH:26][cH:27]3)[CH2:11][CH2:12][CH2:13]1)([CH3:5])([CH3:6])[CH3:7].[Cl:39][CH2:40][Cl:41].[F:32][C:33]([F:34])([F:35])[C:36]([OH:37])=[O:38]>>[NH:8]1[CH2:9][CH:10]([c:14]2[n:15][c:16]3[c:17]([n:18]2[CH2:19][CH2:20][CH2:21][O:22][CH3:23])[cH:24][c:25]([C:28](=[O:29])[O:30][CH3:31])[cH:26][cH:27]3)[CH2:11][CH2:12][CH2:13]1. Reactants: [BH4-], CC(=O)[O-], CC(=O)O, CC(C)(C)C(=O)C(=Cc1ccc(Cl)cc1)n1cncn1, Cl, CC(C)CC(N)C(O)(c1ccccc1)c1ccccc1, [Na+]. The product is CC(C)(C)C(O)C(=Cc1ccc(Cl)cc1)n1cncn1. RXN SMILES: [BH4-:26].[CH3:22][C:23](=[O:24])[O-:25].[CH3:28][C:29](=[O:30])[OH:31].[Cl:32][c:33]1[cH:34][cH:35][c:36]([CH:39]=[C:40]([C:41]([C:42]([CH3:43])([CH3:44])[CH3:45])=[O:46])[n:47]2[n:48][cH:49][n:50][cH:51]2)[cH:37][cH:38]1.[ClH:1].[NH2:2][CH:3]([CH2:4][CH:5]([CH3:6])[CH3:7])[C:8]([c:9]1[cH:10][cH:11][cH:12][cH:13][cH:14]1)([c:15]1[cH:16][cH:17][cH:18][cH:19][cH:20]1)[OH:21].[Na+:27]>>[Cl:32][c:33]1[cH:34][cH:35][c:36]([CH:39]=[C:40]([CH:41]([C:42]([CH3:43])([CH3:44])[CH3:45])[OH:46])[n:47]2[n:48][cH:49][n:50][cH:51]2)[cH:37][cH:38]1. Reactants: CO (methanol), [B].CSC (boron dimethylsulfide), ClC=1C=CC2=C(C(C3=C(NC2=O)C=CC=C3)=O)C1 (9-chloro-5H-dibenz-[b,e]azepin-6,11-dione). Solvent: O1CCCC1 (tetrahydrofuran), O1CCCC1 (tetrahydrofuran), O1CCCC1 (tetrahydrofuran). Conditions: time 18 hour. The product is ClC=1C=CC2=C(CC3=C(NC2)C=CC=C3)C1 (9-Chloro-6,11-dihydro-5H-dibenz[b,e]azepine). The yield is 64.7%. Reaction SMILES: [Cl:1][C:2]1[CH:3]=[CH:4][C:5]2[C:11](=O)[NH:10][C:9]3[CH:13]=[CH:14][CH:15]=[CH:16][C:8]=3[C:7](=O)[C:6]=2[CH:18]=1.[B].CSC.CO>O1CCCC1>[Cl:1][C:2]1[CH:3]=[CH:4][C:5]2[CH2:11][NH:10][C:9]3[CH:13]=[CH:14][CH:15]=[CH:16][C:8]=3[CH2:7][C:6]=2[CH:18]=1 |f:1.2|. Procedure: To a mixture of 7.28 g of 9-chloro-5H-dibenz-[b,e]azepin-6,11-dione in 25 ml of tetrahydrofuran under argon is added 8.5 ml of 10 molar boron-dimethylsulfide in tetrahydrofuran. The mixture is stirred 18 hours at room temperature, 30 ml of tetrahydrofuran added and the mixture refluxed for 3 hours (solids dissolved). The solution is cooled to room temperature and 25 ml of methanol added dropwise. The volatiles are removed under vacuum. To the residue is added 100 ml of 2N NaOH. The mixture is re...